From a dataset of the Open Reaction Database (ORD), a public repository of structured organic reaction records. describe an organic reaction: reactants, conditions, products, and yield Starting materials: CC1=C(C2=C(S1)C=C1C=CC=CC1=C2C2=CC(=C(C=C2)O)C2CCCC2)C (4-(2,3-dimethyl-naphtho[2,3-b]thiophen-4-yl)-2-cyclopentyl-phenol), ClS(=O)(=O)C=1C=C(C(=O)O)C=CC1 (3-chlorosulphonylbenzoic acid). Yields the product C1(CCCC1)C1=C(OS(=O)(=O)C=2C=C(C(=O)O)C=CC2)C=CC(=C1)C1=C2C=CC=CC2=CC=2SC(=C(C21)C)C (3-[2-Cyclopentyl-4-(2,3-dimethyl-naphtho[2,3-b]thiophen-4-yl)-phenoxysulfonyl]-benzoic acid). Yield: 34.4%. RXN SMILES: [CH3:1][C:2]1[S:6][C:5]2[CH:7]=[C:8]3[C:13](=[C:14]([C:15]4[CH:20]=[CH:19][C:18]([OH:21])=[C:17]([CH:22]5[CH2:26][CH2:25][CH2:24][CH2:23]5)[CH:16]=4)[C:4]=2[C:3]=1[CH3:27])[CH:12]=[CH:11][CH:10]=[CH:9]3.Cl[S:29]([C:32]1[CH:33]=[C:34]([CH:38]=[CH:39][CH:40]=1)[C:35]([OH:37])=[O:36])(=[O:31])=[O:30]>>[CH:22]1([C:17]2[CH:16]=[C:15]([C:14]3[C:4]4[C:3]([CH3:27])=[C:2]([CH3:1])[S:6][C:5]=4[CH:7]=[C:8]4[C:13]=3[CH:12]=[CH:11][CH:10]=[CH:9]4)[CH:20]=[CH:19][C:18]=2[O:21][S:29]([C:32]2[CH:33]=[C:34]([CH:38]=[CH:39][CH:40]=2)[C:35]([OH:37])=[O:36])(=[O:31])=[O:30])[CH2:23][CH2:24][CH2:25][CH2:26]1. Procedure details: The title compound was prepared according to the procedure in Example 1, step 9, using 4-(2,3-dimethyl-naphtho[2,3-b]thiophen-4-yl)-2-cyclopentyl-phenol (0.300 g, 0.805 mmol) and commercial 3-chlorosulphonylbenzoic acid (0.600 g, 2.71 mmol). Purification on 2% H3PO4 /MeOH treated Biotage KP-Sil, eluting with 20% EtOAc/hexane followed by trituration with hexane gave 0.154 g (20%) of the title compound as a white solid, mp 120-128° C. 1H NMR (DMSO-d6) δ 1.23-1.36 (m, 2 H), 1.42-1.52 (m, 6 H), 1.55... The reactants are BrC=1C=CC(=NC1)C1CCNCC1 (5-Bromo-1′,2′,3′,4′,5′,6′-hexahydro-[2,4′]bipyridinyl), C(C)(=O)O (acetic acid), Cl (HCl), CC(C)=O (Propanone), Na(CN)BH3. Run in CO (MeOH). Conditions: time 8 hour. Product: BrC=1C=CC(=NC1)C1CCN(CC1)C1CCC1 (5-Bromo-1′-cyclobutyl-1′,2′,3′,4′,5′,6′-hexahydro-[2,4′]bipyridinyl). Isolated yield 86.0%. RXN SMILES: [Br:1][C:2]1[CH:3]=[CH:4][C:5]([CH:8]2[CH2:13][CH2:12][NH:11][CH2:10][CH2:9]2)=[N:6][CH:7]=1.[CH3:14][C:15](=O)[CH3:16].Cl.[C:19](O)(=O)C>CO>[Br:1][C:2]1[CH:3]=[CH:4][C:5]([CH:8]2[CH2:13][CH2:12][N:11]([CH:15]3[CH2:16][CH2:19][CH2:14]3)[CH2:10][CH2:9]2)=[N:6][CH:7]=1. Reported procedure: 5-Bromo-1′,2′,3′,4′,5′,6′-hexahydro-[2,4′]bipyridinyl (6.4 g, 18.02 mmol) was dissolved in 2% acetic acid in MeOH (40 ml). Propanone (8 mL, 113 mmol) and Na(CN)BH3 (3.6 g, 57 mmol) were added. The reaction mixture was stirred at RT overnight. The reaction mixture was added 1N HCl, filtered and concentrated in vacuo. The compound was dissolved in water and the pH was adjusted to 12, then extracted with DCM (3×200 mL). The crude product was treated with 1N HCl for 1 hour and extracted with diethyl... Starting materials: Cl.ClC1=C(O[C@H]2[C@@H](CN(C2)CC2=CC=CC=C2)O)C=CC=C1Cl (trans-4-(2,3-dichlorophenoxy)-1-phenylmethyl-3-pyrrolidinol hydrochloride), CCl (methyl chloride), C(C1=CC=CC=C1)OC(=O)Cl (benzylchloroformate). The solvent is C(Cl)Cl (methylene chloride). Reaction conditions: time 48 hour. Product: ClC1=C(O[C@H]2[C@@H](CN(C2)C(=O)OCC2=CC=CC=C2)O)C=CC=C1Cl (Trans-4-(2,3-dichlorophenoxy)-1-[(phenylmethoxy)carbonyl]-3-pyrrolidinol). Reaction SMILES: Cl.[Cl:2][C:3]1[C:22]([Cl:23])=[CH:21][CH:20]=[CH:19][C:4]=1[O:5][C@@H:6]1[CH2:10][N:9](CC2C=CC=CC=2)[CH2:8][C@H:7]1[OH:18].CCl.[CH2:26]([O:33][C:34](Cl)=[O:35])[C:27]1[CH:32]=[CH:31][CH:30]=[CH:29][CH:28]=1>C(Cl)Cl>[Cl:2][C:3]1[C:22]([Cl:23])=[CH:21][CH:20]=[CH:19][C:4]=1[O:5][C@@H:6]1[CH2:10][N:9]([C:34]([O:33][CH2:26][C:27]2[CH:32]=[CH:31][CH:30]=[CH:29][CH:28]=2)=[O:35])[CH2:8][C@H:7]1[OH:18] |f:0.1|. Procedure: A mixture of 8.5 g (0.023 mole) of trans-4-(2,3-dichlorophenoxy)-1-phenylmethyl-3-pyrrolidinol hydrochloride and 100 liters of methyl chloride was cooled and treated dropwise with a solution of 23 g (0.125 mole) of benzylchloroformate in 100 ml of methylene chloride. The mixture was stirred at ambient temperature for 48 hr and then washed successively with water, 2 N hydrochloric acid, 5% sodium hydroxide and water. The methylene chloride layer was dried over anhydrous sodium sulfate and then su... Starting materials: BrC1=NC=C(C=C1)[N+](=O)[O-] (2-bromo-5-nitro-pyridine), FC1=C(C=CC=C1)B(O)O (2-fluoro-phenylboronic acid), C1(=CC=CC=C1)P(C1=CC=CC=C1)C1=CC=CC=C1 (triphenylphosphine), C([O-])([O-])=O.[Na+].[Na+] (sodium carbonate). The reagents and catalysts are C(C)(=O)[O-].[Pd+2].C(C)(=O)[O-] (palladium acetate). Solvent: C1(=CC=CC=C1)C (toluene), C(C)O (ethanol). Yields the product FC1=C(C=CC=C1)C1=NC=C(C=C1)[N+](=O)[O-] (2-(2-Fluoro-phenyl)-5-nitro-pyridine). As a reaction SMILES: Br[C:2]1[CH:7]=[CH:6][C:5]([N+:8]([O-:10])=[O:9])=[CH:4][N:3]=1.[F:11][C:12]1[CH:17]=[CH:16][CH:15]=[CH:14][C:13]=1B(O)O.C1(P(C2C=CC=CC=2)C2C=CC=CC=2)C=CC=CC=1.C(=O)([O-])[O-].[Na+].[Na+]>C1(C)C=CC=CC=1.C(O)C.C([O-])(=O)C.[Pd+2].C([O-])(=O)C>[F:11][C:12]1[CH:17]=[CH:16][CH:15]=[CH:14][C:13]=1[C:2]1[CH:7]=[CH:6][C:5]([N+:8]([O-:10])=[O:9])=[CH:4][N:3]=1 |f:3.4.5,8.9.10|. Procedure: 5 g (24.6 mmol) of 2-bromo-5-nitro-pyridine, 3.79 g (27.1 mmol) of 2-fluoro-phenylboronic acid, 276.5 mg (1.23 mmol) of palladium acetate, 646 mg (2.46 mmol) of triphenylphosphine and 24.6 ml of a 1 M aqueous sodium carbonate solution in 150 ml of toluene and 37 ml of ethanol were heated under reflux for 5 h. After cooling, the mixture concentrated under reduced pressure to half of its volume, poured onto water and extracted with ethyl acetate. The combined organic phases were dried and evaporat... RXN SMILES: [CH3:29][N:30]([CH2:31][CH2:32][CH2:33][Cl:34])[CH3:35].[CH3:36][N:37]([CH3:38])[CH:39]=[O:40].[ClH:28].[H-:1].[Na+:2].[c:3]1([C:9]2([c:14]3[c:15]([NH:20][c:21]4[n:22][cH:23][cH:24][cH:25][c:26]4[NH2:27])[cH:16][cH:17][cH:18][cH:19]3)[S:10][CH2:11][CH2:12][S:13]2)[cH:4][cH:5][cH:6][cH:7][cH:8]1>>[c:3]1([C:9]2([c:14]3[c:15]([N:20]([c:21]4[n:22][cH:23][cH:24][cH:25][c:26]4[NH2:27])[CH2:33][CH2:32][CH2:31][N:30]([CH3:29])[CH3:35])[cH:16][cH:17][cH:18][cH:19]3)[S:10][CH2:11][CH2:12][S:13]2)[cH:4][cH:5][cH:6][cH:7][cH:8]1. Product: CN(C)CCCN(c1ccccc1C1(c2ccccc2)SCCS1)c1ncccc1N. Reactants: CN(C)CCCCl, CN(C)C=O, Cl, [H-], [Na+], Nc1cccnc1Nc1ccccc1C1(c2ccccc2)SCCS1.